From a dataset of the Open Reaction Database (ORD), a public repository of structured organic reaction records. describe an organic reaction: reactants, conditions, products, and yield The reactants are O (water), C[Si](C)(C)Cl (TMSCl), CCOCC (ether), C(C1=CC=CC=C1)N1C([C@@H](NC12CCN(CC2)C(C(C2=CC=CC=C2)C2=CC=CC=C2)=O)CC2=CC=CC=C2)=O (1,3-(S)-dibenzyl-8-diphenylacetyl-1,4,8-triazaspiro[4,5]decan-2-one). Solvent: CC(=O)CC (ethyl methyl ketone). Conditions: time 8 hour. The product is Cl.C(C1=CC=CC=C1)N1C([C@@H](NC12CCN(CC2)C(C(C2=CC=CC=C2)C2=CC=CC=C2)=O)CC2=CC=CC=C2)=O (1,3-(S)-dibenzyl-8-diphenylacetyl-1,4,8-triazaspiro[4,5]decan-2-one hydrochloride). As a reaction SMILES: [CH2:1]([N:8]1[C:12]2([CH2:17][CH2:16][N:15]([C:18](=[O:32])[CH:19]([C:26]3[CH:31]=[CH:30][CH:29]=[CH:28][CH:27]=3)[C:20]3[CH:25]=[CH:24][CH:23]=[CH:22][CH:21]=3)[CH2:14][CH2:13]2)[NH:11][C@@H:10]([CH2:33][C:34]2[CH:39]=[CH:38][CH:37]=[CH:36][CH:35]=2)[C:9]1=[O:40])[C:2]1[CH:7]=[CH:6][CH:5]=[CH:4][CH:3]=1.O.C[Si]([Cl:46])(C)C.CCOCC>CC(CC)=O>[ClH:46].[CH2:1]([N:8]1[C:12]2([CH2:17][CH2:16][N:15]([C:18](=[O:32])[CH:19]([C:26]3[CH:27]=[CH:28][CH:29]=[CH:30][CH:31]=3)[C:20]3[CH:25]=[CH:24][CH:23]=[CH:22][CH:21]=3)[CH2:14][CH2:13]2)[NH:11][C@@H:10]([CH2:33][C:34]2[CH:35]=[CH:36][CH:37]=[CH:38][CH:39]=2)[C:9]1=[O:40])[C:2]1[CH:7]=[CH:6][CH:5]=[CH:4][CH:3]=1 |f:5.6|. Reported procedure: 1,3-(S)-dibenzyl-8-diphenylacetyl-1,4,8-triazaspiro[4,5]decan-2-one (450 mg, 0.8 mmol) was dissolved in ethyl methyl ketone (3.6 mL), water (8 μL), TMSCl (118 μL), and ether (10 mL) were added and the mixture was stirred overnight. The solid matter was isolated by filtration, washed with ether, and dried in vacuo. The product 1,3-(S)-dibenzyl-8-diphenylacetyl-1,4,8-triazaspiro[4,5]decan-2-one hydrochloride was obtained in a yield of 402 mg (84%). Starting materials: C(C1=CC=CC=C1)N1C[C@@H](N(C[C@H]1C)[C@H](C=1C=C2CN(CC2=CC1)CC=1C=C(C(=O)O)C=CC1)C1=CC(=CC=C1)OC)C (3-({5-[(R)-[(2S,5R)-4-benzyl-2,5-dimethylpiperazinyl](3-methoxyphenyl)methyl]-1,3-dihydro-2H-isoindol-2-yl}methyl)benzoic acid). Solvent: B(Br)(Br)Br (Boron tribromide). Run at time 2 hour. The product is C(C1=CC=CC=C1)N1C[C@@H](N(C[C@H]1C)[C@H](C=1C=C2CN(CC2=CC1)CC=1C=C(C(=O)O)C=CC1)C1=CC(=CC=C1)O)C (3-({5-[(R)-[(2S,5R)-4-benzyl-2,5-dimethylpiperazinyl](3-hydroxyphenyl)methyl]-1,3-dihydro-2H-isoindol-2-yl}methyl)benzoic acid). RXN SMILES: [CH2:1]([N:8]1[C@H:13]([CH3:14])[CH2:12][N:11]([C@@H:15]([C:35]2[CH:40]=[CH:39][CH:38]=[C:37]([O:41]C)[CH:36]=2)[C:16]2[CH:17]=[C:18]3[C:22](=[CH:23][CH:24]=2)[CH2:21][N:20]([CH2:25][C:26]2[CH:27]=[C:28]([CH:32]=[CH:33][CH:34]=2)[C:29]([OH:31])=[O:30])[CH2:19]3)[C@@H:10]([CH3:43])[CH2:9]1)[C:2]1[CH:7]=[CH:6][CH:5]=[CH:4][CH:3]=1>B(Br)(Br)Br>[CH2:1]([N:8]1[C@H:13]([CH3:14])[CH2:12][N:11]([C@@H:15]([C:35]2[CH:40]=[CH:39][CH:38]=[C:37]([OH:41])[CH:36]=2)[C:16]2[CH:17]=[C:18]3[C:22](=[CH:23][CH:24]=2)[CH2:21][N:20]([CH2:25][C:26]2[CH:27]=[C:28]([CH:32]=[CH:33][CH:34]=2)[C:29]([OH:31])=[O:30])[CH2:19]3)[C@@H:10]([CH3:43])[CH2:9]1)[C:2]1[CH:7]=[CH:6][CH:5]=[CH:4][CH:3]=1. Reported procedure: Boron tribromide (800 ml of 1N solution in dichloromethane) was added to a stirred solution of the compound of Example 98 (106 mg). The resulting white precipitate was stirred at room temperature for 2 hours. The reaction was quenched with methanolic ammonium hydroxide (1:1 v/v) and evaporated to dryness in vacuo. The residue was purified by column chromatography over silica gel (dichloromethane:methanol:ammonium hydroxide; 84:14:2) to afford the title compound, 36.5 mg.